This data is from the Open Reaction Database (ORD), a public repository of structured organic reaction records. The task is: describe an organic reaction: reactants, conditions, products, and yield Starting materials: [BH4-], CC(C)(C)OC(=O)N1CCOC(Cc2cccc(C=O)c2)C1, CO, CCOC(C)=O, [Na+]. The product is CC(C)(C)OC(=O)N1CCOC(Cc2cccc(CO)c2)C1. Reaction SMILES: [BH4-:23].[C:1]([CH3:2])([CH3:3])([CH3:4])[O:5][C:6](=[O:7])[N:8]1[CH2:9][CH:10]([CH2:14][c:15]2[cH:16][c:17]([CH:21]=[O:22])[cH:18][cH:19][cH:20]2)[O:11][CH2:12][CH2:13]1.[CH3:25][OH:26].[CH3:27][CH2:28][O:29][C:30](=[O:31])[CH3:32].[Na+:24]>>[C:1]([CH3:2])([CH3:3])([CH3:4])[O:5][C:6](=[O:7])[N:8]1[CH2:9][CH:10]([CH2:14][c:15]2[cH:16][c:17]([CH2:21][OH:22])[cH:18][cH:19][cH:20]2)[O:11][CH2:12][CH2:13]1. Isolated yield 91.2%. The reactants are C(C)NCC (Diethylamine), [N+](=O)([O-])C1=CC=C(C=C1)S(=O)(=O)Cl (4-nitrobenzenesulfonyl chloride), resultant solution. Reported procedure: Diethylamine (0.815 mL, 576 mg, 7.86 mmol) was added in one portion to a solution of 4-nitrobenzenesulfonyl chloride (582 mg, 2.62 mmol) in dichloromethane (10 mL). The resultant solution was stirred at 23° C. for 14 hours and then washed twice with 1N HCl (15 mL). The organics were dried over magnesium sulfate and concentrated to provide N,N-Diethyl-4-nitro-benzenesulfonamide as an off-white solid (617 mg). The product is C(C)N(S(=O)(=O)C1=CC=C(C=C1)[N+](=O)[O-])CC (N,N-Diethyl-4-nitro-benzenesulfonamide). The solvent is ClCCl (dichloromethane). As a reaction SMILES: [CH2:1]([NH:3][CH2:4][CH3:5])[CH3:2].[N+:6]([C:9]1[CH:14]=[CH:13][C:12]([S:15](Cl)(=[O:17])=[O:16])=[CH:11][CH:10]=1)([O-:8])=[O:7]>ClCCl>[CH2:1]([N:3]([CH2:4][CH3:5])[S:15]([C:12]1[CH:11]=[CH:10][C:9]([N+:6]([O-:8])=[O:7])=[CH:14][CH:13]=1)(=[O:16])=[O:17])[CH3:2]. As a reaction SMILES: [Br:12][Br:13].[CH3:18][C:19](=[O:20])[OH:21].[Cl:14][CH:15]([Cl:16])[Cl:17].[N+:1](=[O:2])([O-:3])[c:4]1[c:5]([OH:11])[cH:6][cH:7][cH:8][c:9]1[CH3:10]>>[N+:1](=[O:2])([O-:3])[c:4]1[c:5]([OH:11])[cH:6][cH:7][c:8]([Br:12])[c:9]1[CH3:10]. Product: Cc1c(Br)ccc(O)c1[N+](=O)[O-]. Starting materials: BrBr, CC(=O)O, ClC(Cl)Cl, Cc1cccc(O)c1[N+](=O)[O-]. The reagents and catalysts are [Ni] (Raney nickel). Procedure: The nitrile 11 (2.00 g, 5.6 mmol) was dissolved in ethanol (100 mL). NH4OH (10 mL) and Raney nickel (8 g) were added and ammonia gas was bubbled through the solution for 20 minutes at 0° C. The suspension was hydrogenated at 50 parr for 24 hours. Air was bubbled through the solution and the Raney nickel was removed by filtering through a sintered glass funnel keeping the Raney nickel residue moist at all times. The ethanol and NH4OH were removed in vacuo and the oily residue dissolved in CH2Cl2 ... The product is C(C)(C)(C)OC(N(CCCCNC(=O)OC(C)(C)C)CCCCN)=O ((4-Amino-butyl)-(4-tert-butoxycarbonylamino-butyl)-carbamic acid tert-butyl ester). Solvent: C(C)O (ethanol). RXN SMILES: [C:1]([O:5][C:6](=[O:25])[N:7]([CH2:13][CH2:14][CH2:15][CH2:16][NH:17][C:18]([O:20][C:21]([CH3:24])([CH3:23])[CH3:22])=[O:19])[CH2:8][CH2:9][CH2:10][C:11]#[N:12])([CH3:4])([CH3:3])[CH3:2].[NH4+].[OH-]>C(O)C.[Ni]>[C:1]([O:5][C:6](=[O:25])[N:7]([CH2:8][CH2:9][CH2:10][CH2:11][NH2:12])[CH2:13][CH2:14][CH2:15][CH2:16][NH:17][C:18]([O:20][C:21]([CH3:22])([CH3:23])[CH3:24])=[O:19])([CH3:2])([CH3:4])[CH3:3] |f:1.2|. Reactants: C(C)(C)(C)OC(N(CCCC#N)CCCCNC(=O)OC(C)(C)C)=O ((4-tert-Butoxycarbonylamino-butyl)-(3-cyano-propyl)-carbamic acid tert-butyl ester), [NH4+].[OH-] (NH4OH). Run at time 24 hour. Reactants: C(C)(C)(C)OC(=O)N1CC(CC1)C1=C(C=C(C=C1)S(=O)(=O)C1=C(C=CC=C1)C#N)OC (3-[4-(2-Cyano-benzenesulfonyl)-2-methoxy-phenyl]-pyrrolidine-1-carboxylic acid tert-butyl ester), amine, hydrochloride salt, Cl (HCl). Solvent: O1CCOCC1 (1,4-dioxane). The product is COC=1C=C(C=CC1C1CNCC1)S(=O)(=O)C1=C(C#N)C=CC=C1 (2-(3-Methoxy-4-pyrrolidin-3-yl-benzenesulfonyl)-benzonitrile). RXN SMILES: C(OC([N:8]1[CH2:12][CH2:11][CH:10]([C:13]2[CH:18]=[CH:17][C:16]([S:19]([C:22]3[CH:27]=[CH:26][CH:25]=[CH:24][C:23]=3[C:28]#[N:29])(=[O:21])=[O:20])=[CH:15][C:14]=2[O:30][CH3:31])[CH2:9]1)=O)(C)(C)C.Cl>O1CCOCC1>[CH3:31][O:30][C:14]1[CH:15]=[C:16]([S:19]([C:22]2[CH:27]=[CH:26][CH:25]=[CH:24][C:23]=2[C:28]#[N:29])(=[O:21])=[O:20])[CH:17]=[CH:18][C:13]=1[CH:10]1[CH2:11][CH2:12][NH:8][CH2:9]1. Procedure details: 3-[4-(2-Cyano-benzenesulfonyl)-2-methoxy-phenyl]-pyrrolidine-1-carboxylic acid tert-butyl ester was deprotected following the procedure described in Example 1. The free amine base was converted in the corresponding hydrochloride salt by addition of a small excess of HCl in 1,4-dioxane: MP=247.8-249.1° C. Yields the product CS(=O)(=O)C1=CC=C(C=C1)O (4-(methylsulphonyl)phenol). Procedure: To a solution of 4-(methylthio)phenol (7.0 g. 0.05 mol) in 30% aqueous methanol (100 ml) at 0° C. is added a solution of sodium periodate (10.7 g, 0.05 mmol) and the resulting suspension is stirred for 30 min. Water (500 ml) is then added and the precipitate removed by filtration. The filtrate is cooled to 4° C. and a further portion of sodium periodate (10.7 g, 0.05 mmol) added and the resulting suspension stirred for 48 h when a further portion of sodium periodate (5.35 g, 0.025 mmol) is added... Reactants: I(=O)(=O)(=O)[O-].[Na+] (sodium periodate), I(=O)(=O)(=O)[O-].[Na+] (sodium periodate), CSC1=CC=C(C=C1)O (4-(methylthio)phenol), I(=O)(=O)(=O)[O-].[Na+] (sodium periodate), O (Water). As a reaction SMILES: [CH3:1][S:2][C:3]1[CH:8]=[CH:7][C:6]([OH:9])=[CH:5][CH:4]=1.I([O-])(=O)(=O)=[O:11].[Na+].[OH2:16]>CO>[CH3:1][S:2]([C:3]1[CH:8]=[CH:7][C:6]([OH:9])=[CH:5][CH:4]=1)(=[O:11])=[O:16] |f:1.2|. Reaction conditions: temperature 4 celsius, time 30 minute. Isolated yield 32.0%. Run in CO (methanol).